This data is from the Open Reaction Database (ORD), a public repository of structured organic reaction records. The task is: describe an organic reaction: reactants, conditions, products, and yield Reactants: [Br-], CCC(C)[Mg+], CC=CC(=O)C(C)CC, CC=CC=O. The product is CC=CC(O)C(C)CC. Reaction SMILES: [Br-:10].[CH3:11][CH:12]([Mg+:13])[CH2:14][CH3:15].[CH3:1][CH:2]([C:3]([CH:4]=[CH:5][CH3:6])=[O:7])[CH2:8][CH3:9].[CH:16](=[O:17])[CH:18]=[CH:19][CH3:20]>>[CH3:1][CH:2]([CH:3]([CH:4]=[CH:5][CH3:6])[OH:7])[CH2:8][CH3:9].